This data is from the Open Reaction Database (ORD), a public repository of structured organic reaction records. The task is: describe an organic reaction: reactants, conditions, products, and yield The reactants are C(C1=CC=CC=C1)N1C=CC2=C1C(N(C(=C2C2=CC=C(C=C2)Cl)CC#N)C)=O (2-(1-benzyl-4-(4-chlorophenyl)-6-methyl-7-oxo-6,7-dihydro-1H-pyrrolo[2,3-c]pyridin-5-yl)acetonitrile), C(C)O (Ethanol), [Si](C)(C)(C)C=[N+]=[N-] (TMS-diazomethane), [OH-].[K+] (KOH), Cl (HCl). Run in O (Water). Run at temperature 140 celsius, time 20 minute. Yields the product C(C1=CC=CC=C1)N1C=CC2=C1C(N(C(=C2C2=CC=C(C=C2)Cl)CC(=O)OC)C)=O (methyl 2-(1-benzyl-4-(4-chlorophenyl)-6-methyl-7-oxo-6,7-dihydro-1H-pyrrolo[2,3-c]pyridin-5-yl)acetate). Isolated yield 78.0%. As a reaction SMILES: [CH2:1]([N:8]1[C:12]2[C:13](=[O:28])[N:14]([CH3:27])[C:15]([CH2:24][C:25]#N)=[C:16]([C:17]3[CH:22]=[CH:21][C:20]([Cl:23])=[CH:19][CH:18]=3)[C:11]=2[CH:10]=[CH:9]1)[C:2]1[CH:7]=[CH:6][CH:5]=[CH:4][CH:3]=1.[OH-:29].[K+].Cl.[Si](C=[N+]=[N-])(C)(C)C.[CH2:39]([OH:41])C>O>[CH2:1]([N:8]1[C:12]2[C:13](=[O:28])[N:14]([CH3:27])[C:15]([CH2:24][C:25]([O:41][CH3:39])=[O:29])=[C:16]([C:17]3[CH:22]=[CH:21][C:20]([Cl:23])=[CH:19][CH:18]=3)[C:11]=2[CH:10]=[CH:9]1)[C:2]1[CH:3]=[CH:4][CH:5]=[CH:6][CH:7]=1 |f:1.2|. Reported procedure: A suspension of 2-(1-benzyl-4-(4-chlorophenyl)-6-methyl-7-oxo-6,7-dihydro-1H-pyrrolo[2,3-c]pyridin-5-yl)acetonitrile (3 g, 7.04 mmol) in Ethanol (60 mL) and Water (20 mL) was treated with KOH (3.95 g, 70.4 mmol) and then heated to 140° C. in a sealed tube for 24 hours. The mixture was cooled to 0° C. and then treated with 4N HCl until pH<2. The mixture was partly concentrated and then extracted with Ethyl acetate. The combined extracts were washed with brine, dried over sodium sulfate, filtered ...